From a dataset of the Open Reaction Database (ORD), a public repository of structured organic reaction records. describe an organic reaction: reactants, conditions, products, and yield Reactants: [Br-], C1CCOC1, CC(C)[Mg+], Clc1nc2ccnc(Cl)c2c2cnccc12. Product: CC(C)c1nc2ccnc(Cl)c2c2cnccc12. As a reaction SMILES: [Br-:17].[CH2:22]1[O:23][CH2:24][CH2:25][CH2:26]1.[CH:18]([CH3:19])([CH3:20])[Mg+:21].[Cl:1][c:2]1[c:3]2[c:4]3[c:5]([c:6]([Cl:12])[n:7][c:8]2[cH:9][cH:10][n:11]1)[cH:13][cH:14][n:15][cH:16]3>>[Cl:1][c:2]1[c:3]2[c:4]3[c:5]([c:6]([CH:18]([CH3:19])[CH3:20])[n:7][c:8]2[cH:9][cH:10][n:11]1)[cH:13][cH:14][n:15][cH:16]3. Starting materials: C(CCCCCCCCCCC)(=O)O (lauric acid), P(O)(O)(O)=O (phosphoric acid), polyphosphoric acid, [CH-]1C=CC=C1.[CH-]1C=CC=C1.[Fe+2] (ferrocene), [OH-].[K+] (potassium hydroxide). Run in C(Cl)Cl (methylene chloride), O (water). Reaction conditions: temperature 180 celsius. The product is C(CCCCCCCCCC)C(=O)[C-]1C=CC=C1.[CH-]1C=CC=C1.[Fe+2] (undecanylferrocenyl ketone). Isolated yield 86.9%. RXN SMILES: [C:1]([OH:14])(=O)[CH2:2][CH2:3][CH2:4][CH2:5][CH2:6][CH2:7][CH2:8][CH2:9][CH2:10][CH2:11][CH3:12].P(=O)(O)(O)O.[CH-:20]1[CH:24]=[CH:23][CH:22]=[CH:21]1.[CH-:25]1[CH:29]=[CH:28][CH:27]=[CH:26]1.[Fe+2:30].[OH-].[K+]>O.C(Cl)Cl>[CH2:2]([C:1]([C-:20]1[CH:24]=[CH:23][CH:22]=[CH:21]1)=[O:14])[CH2:3][CH2:4][CH2:5][CH2:6][CH2:7][CH2:8][CH2:9][CH2:10][CH2:11][CH3:12].[CH-:25]1[CH:29]=[CH:28][CH:27]=[CH:26]1.[Fe+2:30] |f:2.3.4,5.6,9.10.11|. Procedure: 8.01 g of lauric acid was added to 100 ml of 85% phosphoric acid and 100 g of polyphosphoric acid, and heated at 180° C. for three hours while the pressure was reduced (1 mmHg) with the use of vacuum pump. After the mixture was cooled, 1.86 g of ferrocene and 20 ml of methylene chloride were added, and the resulting mixture was heat-refluxed at 50° C. for 9 hours. Then, the mixture was poured into water, and made to be basic with potassium hydroxide, and subjected to extraction with methylene ch... Reactants: ice water, C(C)(=O)NC1=CC=C2NC(C(N(C2=C1)CC(CC)CC)=O)=O (7-acetamido-1-(2-ethylbutyl)-2,3(1H,4H)-quinoxalinedione), [N+](=O)([O-])[O-].[K+] (potassium nitrate), [N+](=O)([O-])[O-].[K+] (potassium nitrate). Solvent: S(O)(O)(=O)=O (sulfuric acid). Run at time 1 hour. Yields the product C(C)(=O)NC1=C(C=C2NC(C(N(C2=C1)CC(CC)CC)=O)=O)[N+](=O)[O-] (7-Acetamido-1-(2-ethylbutyl)-6-nitro-2,3(1H,4H)-quinoxalinedione). Isolated yield 74.7%. RXN SMILES: [C:1]([NH:4][C:5]1[CH:14]=[C:13]2[C:8]([NH:9][C:10](=[O:22])[C:11](=[O:21])[N:12]2[CH2:15][CH:16]([CH2:19][CH3:20])[CH2:17][CH3:18])=[CH:7][CH:6]=1)(=[O:3])[CH3:2].[N+:23]([O-])([O-:25])=[O:24].[K+]>S(=O)(=O)(O)O>[C:1]([NH:4][C:5]1[CH:14]=[C:13]2[C:8]([NH:9][C:10](=[O:22])[C:11](=[O:21])[N:12]2[CH2:15][CH:16]([CH2:19][CH3:20])[CH2:17][CH3:18])=[CH:7][C:6]=1[N+:23]([O-:25])=[O:24])(=[O:3])[CH3:2] |f:1.2|. Procedure details: 21.0 g (69.2 mmol) of 7-acetamido-1-(2-ethylbutyl)-2,3(1H,4H)-quinoxalinedione were dissolved in 250 ml of concentrated sulfuric acid and, at 0°-5° C., 7.0 g (69.2 mmol) of potassium nitrate were added a little at a time. The mixture was stirred for 1 h and a further 3.5 g (34.6 mmol) of potassium nitrate were added, and the mixture was stirred at room temperature for 16 h. It was then poured into ice-water, and the precipitate was filtered off with suction and dried to yield 18.0 g (75%) of the... Yields the product C(#N)CCC(C(=O)N(C1=CC=CC=C1)CC)C(=O)NS(=O)(=O)\C=C\C1=CC=CC=C1 (2-(2-cyanoethyl)-N-ethyl-N-phenyl-N′-((E)-styrylsulfonyl)malonamide). Starting materials: Example 1 ( 4 ), C(C)NC1=CC=CC=C1 (N-ethylaniline), crude product, C(#N)CCC(C(=O)N(CC)CC)C(=O)NS(=O)(=O)\C=C\C1=CC=CC=C1 (2-(2-cyanoethyl)-N,N-diethyl-N′-((E)-styrylsulfonyl)malonamide). Reported procedure: In the same manner as in Example 1 (4), a crude product was obtained using the compound (300 mg) obtained in Example 216 (2) and N-ethylaniline (123 μL). This was purified by silica gel column chromatography to give the title compound (145 mg) as a white powder. Reaction SMILES: [C:1]([CH2:3][CH2:4][CH:5]([C:13]([NH:15][S:16](/[CH:19]=[CH:20]/[C:21]1[CH:26]=[CH:25][CH:24]=[CH:23][CH:22]=1)(=[O:18])=[O:17])=[O:14])[C:6]([N:8]([CH2:11][CH3:12])[CH2:9][CH3:10])=[O:7])#[N:2].C(N[C:30]1[CH:35]=CC=[CH:32][CH:31]=1)C>>[C:1]([CH2:3][CH2:4][CH:5]([C:13]([NH:15][S:16](/[CH:19]=[CH:20]/[C:21]1[CH:26]=[CH:25][CH:24]=[CH:23][CH:22]=1)(=[O:17])=[O:18])=[O:14])[C:6]([N:8]([CH2:9][CH3:10])[C:11]1[CH:32]=[CH:31][CH:30]=[CH:35][CH:12]=1)=[O:7])#[N:2].